Dataset: the Open Reaction Database (ORD), a public repository of structured organic reaction records. Task: describe an organic reaction: reactants, conditions, products, and yield Starting materials: CCO, O=c1n(CCCC2CCCCC2)ccn1-c1ccc([N+](=O)[O-])cc1, [Na+], [OH-], O, O, Cl[Sn](Cl)(Cl)Cl. The product is Nc1ccc(-n2ccn(CCCC3CCCCC3)c2=O)cc1. RXN SMILES: [CH3:34][CH2:35][OH:36].[CH:1]1([CH2:7][CH2:8][CH2:9][n:10]2[c:11](=[O:24])[n:12](-[c:15]3[cH:16][cH:17][c:18]([N+:21]([O-:22])=[O:23])[cH:19][cH:20]3)[cH:13][cH:14]2)[CH2:2][CH2:3][CH2:4][CH2:5][CH2:6]1.[Na+:33].[OH-:32].[OH2:25].[OH2:26].[Sn:27]([Cl:28])([Cl:29])([Cl:30])[Cl:31]>>[CH:1]1([CH2:7][CH2:8][CH2:9][n:10]2[c:11](=[O:24])[n:12](-[c:15]3[cH:16][cH:17][c:18]([NH2:21])[cH:19][cH:20]3)[cH:13][cH:14]2)[CH2:2][CH2:3][CH2:4][CH2:5][CH2:6]1. The reactants are C[O-], CCOC(C)=O, CO, Cc1cc(-c2noc(C(F)(F)F)n2)cc(C)c1OCCCc1ccc(CCl)nc1, [Na+]. The product is COCc1ccc(CCCOc2c(C)cc(-c3noc(C(F)(F)F)n3)cc2C)cn1. RXN SMILES: [CH3:1][O-:2].[CH3:35][CH2:36][O:37][C:38](=[O:39])[CH3:40].[CH3:4][OH:5].[Cl:6][CH2:7][c:8]1[cH:9][cH:10][c:11]([CH2:14][CH2:15][CH2:16][O:17][c:18]2[c:19]([CH3:34])[cH:20][c:21](-[c:25]3[n:26][o:27][c:28]([C:30]([F:31])([F:32])[F:33])[n:29]3)[cH:22][c:23]2[CH3:24])[cH:12][n:13]1.[Na+:3]>>[CH3:1][O:2][CH2:7][c:8]1[cH:9][cH:10][c:11]([CH2:14][CH2:15][CH2:16][O:17][c:18]2[c:19]([CH3:34])[cH:20][c:21](-[c:25]3[n:26][o:27][c:28]([C:30]([F:31])([F:32])[F:33])[n:29]3)[cH:22][c:23]2[CH3:24])[cH:12][n:13]1.